From a dataset of the Open Reaction Database (ORD), a public repository of structured organic reaction records. describe an organic reaction: reactants, conditions, products, and yield Starting materials: O=C([O-])[O-], N#Cc1cc(O)cc(Cl)c1, Fc1cc(F)nc(F)c1, [K+], [K+], CN(C)C=O. The product is N#Cc1cc(Cl)cc(Oc2cc(F)nc(F)c2)c1. Reaction SMILES: [C:11](=[O:12])([O-:13])[O-:14].[Cl:1][c:2]1[cH:3][c:4]([OH:10])[cH:5][c:6]([C:8]#[N:9])[cH:7]1.[F:17][c:18]1[n:19][c:20]([F:25])[cH:21][c:22]([F:24])[cH:23]1.[K+:15].[K+:16].[O:26]=[CH:27][N:28]([CH3:29])[CH3:30]>>[Cl:1][c:2]1[cH:3][c:4]([O:10][c:22]2[cH:21][c:20]([F:25])[n:19][c:18]([F:17])[cH:23]2)[cH:5][c:6]([C:8]#[N:9])[cH:7]1. The reactants are [Al+3].[Cl-].[Cl-].[Cl-] (AlCl3), C1(=CC=CC=C1)C (toluene), B(Cl)(Cl)Cl (BCl3), C1(=CC=CC=C1)C (toluene), O (water), C1(=CC=CC=C1)C (Toluene), C1(=CC=CC=C1)C (toluene), BrC1=CC=C(N)C=C1 (4-bromoaniline), C1(=CC=CC=C1)C (toluene). Conditions: temperature -10 celsius, time 30 minute. Yields the product NC1=C(C=C(C=C1)Br)C(CC)=O (1-(2-amino-5-bromophenyl)-propan-1-one). Yield: 10.9%. RXN SMILES: [Al+3].[Cl-].[Cl-].[Cl-].[C:5]1([CH3:11])C=CC=C[CH:6]=1.[Br:12][C:13]1[CH:19]=[CH:18][C:16]([NH2:17])=[CH:15][CH:14]=1.B(Cl)(Cl)Cl.[OH2:24]>>[NH2:17][C:16]1[CH:18]=[CH:19][C:13]([Br:12])=[CH:14][C:15]=1[C:6](=[O:24])[CH2:5][CH3:11] |f:0.1.2.3|. Procedure details: A three-necked round bottom flask under N2 was charged with AlCl3 (775 mg, 5.81 mmol), then add 5.00 mL of toluene. The slurry was cooled to −10° C. and 4-bromoaniline (1.0 g, 5.81 mmol) was added in one portion. To this was added BCl3 (6.4 mL of 1.0 M solution in xylene) to the mixture at −10° C. slowly, and the mixture was purged with N2 until no more smoke appeared. Propioitrile (1.88 mL, 25.6 mmol) was added and the temperature was allowed to raise to no great than 45° C. The reaction was he...